This data is from the Open Reaction Database (ORD), a public repository of structured organic reaction records. The task is: describe an organic reaction: reactants, conditions, products, and yield Starting materials: S(O)(O)(=O)=O (sulfuric acid), IC(C(C(C(I)(F)F)(F)F)(F)F)(F)F (1,4-diiodoperfluorobutane), IC(F)(F)C(F)(F)C(F)(F)C(F)(F)I (I(CF2)4I). Yields the product FC1(OC(C(C1(F)F)(F)F)(F)F)F (perfluorotetrahydrofuran). The yield is 46.3%. As a reaction SMILES: S(=O)(=O)(O)[OH:2].I[C:7]([F:19])([F:18])[C:8]([F:17])([F:16])[C:9]([F:15])([F:14])[C:10]([F:13])([F:12])I>>[F:12][C:10]1([F:13])[C:9]([F:15])([F:14])[C:8]([F:17])([F:16])[C:7]([F:19])([F:18])[O:2]1. Reported procedure: Into a four necked flask equipped with a thermometer, a reflux condenser and stirrer, 310 g (2.3 moles as SO3) of fuming sulfuric acid containing 60% of SO3 and 105 g (0.23 mole) of 1,4-diiodoperfluorobutane of the formula I(CF2)4I were charged and heated. The reaction was conducted while maintaining the reaction temperature of 60° to 70° C. The collection and the separation of the reaction product was conducted in accordance with the process of Example 4. As a result, 23 g (47% yield) of perflu... Reactants: Cl (HCl), O1CCOCC1 (dioxane), FC1=C(C=CC(=C1)F)NC(NC1=CC(=C(OC2=C3C(=NC=C2)C=C(S3)C=3N(C(=CN3)CN(C([C@H](C(C)C)NC(OC(C)(C)C)=O)=O)CCOC)C)C=C1)F)=O ((S)-tert-butyl 1-(((2-(7-(4-(3-(2,4-difluorophenyl)ureido)-2-fluorophenoxy)thieno[3,2-b]pyridin-2-yl)-1-methyl-1H-imidazol-5-yl)methyl)(2-methoxyethyl)amino)-3-methyl-1-oxobutan-2-ylcarbamate). Run in O (water), C(=O)(O)[O-].[Na+] (NaHCO3), C(Cl)Cl (DCM). Run at time 3 hour. Yields the product N[C@H](C(=O)N(CCOC)CC1=CN=C(N1C)C1=CC2=NC=CC(=C2S1)OC1=C(C=C(C=C1)NC(=O)NC1=C(C=C(C=C1)F)F)F)C(C)C ((S)-2-amino-N-((2-(7-(4-(3-(2,4-difluorophenyl)ureido)-2-fluorophenoxy)thieno[3,2-b]pyridin-2-yl)-1-methyl-1H-imidazol-5-yl)methyl)-N-(2-methoxyethyl)-3-methylbutanamide). Yield: 88.8%. Reaction SMILES: [F:1][C:2]1[CH:7]=[C:6]([F:8])[CH:5]=[CH:4][C:3]=1[NH:9][C:10](=[O:55])[NH:11][C:12]1[CH:53]=[CH:52][C:15]([O:16][C:17]2[CH:22]=[CH:21][N:20]=[C:19]3[CH:23]=[C:24]([C:26]4[N:27]([CH3:51])[C:28]([CH2:31][N:32]([CH2:47][CH2:48][O:49][CH3:50])[C:33](=[O:46])[C@@H:34]([NH:38]C(=O)OC(C)(C)C)[CH:35]([CH3:37])[CH3:36])=[CH:29][N:30]=4)[S:25][C:18]=23)=[C:14]([F:54])[CH:13]=1.Cl.O1CCOCC1>C(Cl)Cl.O.C([O-])(O)=O.[Na+]>[NH2:38][C@@H:34]([CH:35]([CH3:37])[CH3:36])[C:33]([N:32]([CH2:31][C:28]1[N:27]([CH3:51])[C:26]([C:24]2[S:25][C:18]3[C:19](=[N:20][CH:21]=[CH:22][C:17]=3[O:16][C:15]3[CH:52]=[CH:53][C:12]([NH:11][C:10]([NH:9][C:3]4[CH:4]=[CH:5][C:6]([F:8])=[CH:7][C:2]=4[F:1])=[O:55])=[CH:13][C:14]=3[F:54])[CH:23]=2)=[N:30][CH:29]=1)[CH2:47][CH2:48][O:49][CH3:50])=[O:46] |f:5.6|. Procedure details: To a suspension of the compound 352 (200 mg, 0.256 mmol) in DCM (10 ml) was added HCl in dioxane (0.7 ml, 10.95 eq, 2.80 mmol, 4M in dioxane) and the reaction mixture was stirred at RT for 3 hours. The mixture wad diluted with water and solid NaHCO3 was added. The reaction mixture was extracted with EtOAc then the organic phase was collected, dried over Na2SO4, filtered and concentrated. Purification of the residue by column chromatography (eluent 30% MeOH in EtOAc) afforded the desired compound... Reactants: [N+](=O)([O-])C=1C=CC2=C(C(=NCC=3N2C(=NN3)CCl)C3=C(C=CC=C3)Cl)C1 (8-nitro-1-(chloromethyl)-6-(o-chlorophenyl)-4H-s-triazolo[4,3-a][1,4]benzodiazepine), [I-].[K+] (potassium iodide), C(C=C)N (allylamine). The solvent is O1CCCC1 (tetrahydrofuran). The product is [N+](=O)([O-])C=1C=CC2=C(C(=NCC=3N2C(=NN3)CNCC=C)C3=C(C=CC=C3)Cl)C1 (8-nitro-1-[(allylamino)methyl]-6-(o-chlorophenyl)-4H-s-triazolo[4,3-a][1,4]benzodiazepine). As a reaction SMILES: [N+:1]([C:4]1[CH:5]=[CH:6][C:7]2[N:13]3[C:14]([CH2:17]Cl)=[N:15][N:16]=[C:12]3[CH2:11][N:10]=[C:9]([C:19]3[CH:24]=[CH:23][CH:22]=[CH:21][C:20]=3[Cl:25])[C:8]=2[CH:26]=1)([O-:3])=[O:2].[I-].[K+].[CH2:29]([NH2:32])[CH:30]=[CH2:31]>O1CCCC1>[N+:1]([C:4]1[CH:5]=[CH:6][C:7]2[N:13]3[C:14]([CH2:17][NH:32][CH2:29][CH:30]=[CH2:31])=[N:15][N:16]=[C:12]3[CH2:11][N:10]=[C:9]([C:19]3[CH:24]=[CH:23][CH:22]=[CH:21][C:20]=3[Cl:25])[C:8]=2[CH:26]=1)([O-:3])=[O:2] |f:1.2|. Procedure: In the manner given in Example 31, 8-nitro-1-(chloromethyl)-6-(o-chlorophenyl)-4H-s-triazolo[4,3-a][1,4]benzodiazepine, potassium iodide and allylamine in tetrahydrofuran is reacted to give 8-nitro-1-[(allylamino)methyl]-6-(o-chlorophenyl)-4H-s-triazolo[4,3-a][1,4]benzodiazepine. Reactants: OC=1C(=C2N(N=CC(=C2NC2=CC=C(C=C2)OC2=CC=CC=C2)C#N)C1)C (6-hydroxy-5-methyl-4-(4-phenoxy-phenylamino)-pyrrolo[1,2-b]pyridazine-3-carbonitrile), O(S(=O)(=O)C(F)(F)F)S(=O)(=O)C(F)(F)F (Tf2O). Solvent: CCOC(=O)C (EtOAc), C(Cl)Cl (CH2Cl2). Run at time 5 minute. Product: C(#N)C1=C(C=2N(N=C1)C=C(C2C)OS(=O)(=O)C(F)(F)F)NC2=CC=C(C=C2)OC2=CC=CC=C2 (trifluoro-methanesulfonic acid 3-cyano-5-methyl-4-(4-phenoxy-phenylamino)-pyrrolo[1,2-b]pyridazin-6-yl ester). The yield is 95.5%. As a reaction SMILES: [OH:1][C:2]1[C:3]([CH3:27])=[C:4]2[C:9]([NH:10][C:11]3[CH:16]=[CH:15][C:14]([O:17][C:18]4[CH:23]=[CH:22][CH:21]=[CH:20][CH:19]=4)=[CH:13][CH:12]=3)=[C:8]([C:24]#[N:25])[CH:7]=[N:6][N:5]2[CH:26]=1.[O:28](S(C(F)(F)F)(=O)=O)[S:29]([C:32]([F:35])([F:34])[F:33])(=O)=[O:30]>C(Cl)Cl.CCOC(C)=O>[C:24]([C:8]1[CH:7]=[N:6][N:5]2[CH:26]=[C:2]([O:1][S:29]([C:32]([F:35])([F:34])[F:33])(=[O:30])=[O:28])[C:3]([CH3:27])=[C:4]2[C:9]=1[NH:10][C:11]1[CH:12]=[CH:13][C:14]([O:17][C:18]2[CH:23]=[CH:22][CH:21]=[CH:20][CH:19]=2)=[CH:15][CH:16]=1)#[N:25]. Procedure: To a solution of 397A (32 mg, 0.090 mmol) in CH2Cl2 (1 ml) was added Tf2O (18 μl, 0.099 mmol) at −10° C. The reaction mixture was stirred for 5 min, diluted with EtOAc, washed with brine, dried and concentrated to give 397 (42 mg, 95%) LCMS Found: (M+H)+=489.0